The task is: describe an organic reaction: reactants, conditions, products, and yield. This data is from the Open Reaction Database (ORD), a public repository of structured organic reaction records. The reactants are CON=C(C(=O)O)C1=C(C=CC=C1)COC1=C(C=C(C=C1)Cl)C (α-methoxyimino-2-(4-chloro-2-methylphenoxymethyl)phenylacetic acid), CN(C=O)C (dimethylformamide), C(C(=O)Cl)(=O)Cl (oxalyl chloride). Solvent: C1(=CC=CC=C1)C (toluene), C1(=CC=CC=C1)C (toluene). Conditions: time 1 hour. Yields the product CON=C(C(=O)Cl)C1=C(C=CC=C1)COC1=C(C=C(C=C1)Cl)C (α-methoxyimino-2-(4-chloro-2-methylphenoxymethyl)phenylacetyl chloride). Reaction SMILES: [CH3:1][O:2][N:3]=[C:4]([C:8]1[CH:13]=[CH:12][CH:11]=[CH:10][C:9]=1[CH2:14][O:15][C:16]1[CH:21]=[CH:20][C:19]([Cl:22])=[CH:18][C:17]=1[CH3:23])[C:5](O)=[O:6].CN(C)C=O.C(Cl)(=O)C([Cl:32])=O>C1(C)C=CC=CC=1>[CH3:1][O:2][N:3]=[C:4]([C:8]1[CH:13]=[CH:12][CH:11]=[CH:10][C:9]=1[CH2:14][O:15][C:16]1[CH:21]=[CH:20][C:19]([Cl:22])=[CH:18][C:17]=1[CH3:23])[C:5]([Cl:32])=[O:6]. Procedure details: To a mixture of 52.24 g (0.150 mol, E/Z=3.5/96.5) of α-methoxyimino-2-(4-chloro-2-methylphenoxymethyl)phenylacetic acid produced in accordance with Example 5-(2), 0.57 g (0.0078 mol) of dimethylformamide and 203 g of toluene was added dropwise 25.9 g (0.204 mol) of oxalyl chloride over 3 hours while keeping at 60°-65° C., and the reaction was subsequently allowed to proceed at the same temperature for 1 hours and then 80° C. for 2 hours, which afforded 265 g of a toluene solution of α-methoxyimi... Starting materials: COC(=O)C1CC(O)C(NC(=O)c2ccc(Cl)s2)C1, Cc1cc(-n2ccccc2=O)ccc1N. The product is Cc1cc(-n2ccccc2=O)ccc1NC(=O)C1CC(O)C(NC(=O)c2ccc(Cl)s2)C1. RXN SMILES: [CH3:1][O:2][C:3](=[O:4])[CH:5]1[CH2:6][CH:7]([NH:11][C:12](=[O:13])[c:14]2[s:15][c:16]([Cl:19])[cH:17][cH:18]2)[CH:8]([OH:10])[CH2:9]1.[NH2:20][c:21]1[c:22]([CH3:34])[cH:23][c:24](-[n:27]2[c:28](=[O:33])[cH:29][cH:30][cH:31][cH:32]2)[cH:25][cH:26]1>>[C:3](=[O:4])([CH:5]1[CH2:6][CH:7]([NH:11][C:12](=[O:13])[c:14]2[s:15][c:16]([Cl:19])[cH:17][cH:18]2)[CH:8]([OH:10])[CH2:9]1)[NH:20][c:21]1[c:22]([CH3:34])[cH:23][c:24](-[n:27]2[c:28](=[O:33])[cH:29][cH:30][cH:31][cH:32]2)[cH:25][cH:26]1. Reactants: CO, Nc1cc(F)c(F)cc1[N+](=O)[O-], O=[Pt]=O. The product is Nc1cc(F)c(F)cc1N. As a reaction SMILES: [CH3:16][OH:17].[F:1][c:2]1[cH:3][c:4]([N+:10]([O-:11])=[O:12])[c:5]([NH2:6])[cH:7][c:8]1[F:9].[Pt:13](=[O:14])=[O:15]>>[F:1][c:2]1[cH:3][c:4]([NH2:10])[c:5]([NH2:6])[cH:7][c:8]1[F:9].